Dataset: the Open Reaction Database (ORD), a public repository of structured organic reaction records. Task: describe an organic reaction: reactants, conditions, products, and yield The reactants are BrB(Br)Br, ClCCl, COc1ccccc1CCC(C)(C)N. Yields the product CC(C)(N)CCc1ccccc1O. Reaction SMILES: [B:15]([Br:16])([Br:17])[Br:18].[CH2:19]([Cl:20])[Cl:21].[NH2:1][C:2]([CH3:3])([CH2:4][CH2:5][c:6]1[c:7]([O:12][CH3:13])[cH:8][cH:9][cH:10][cH:11]1)[CH3:14]>>[NH2:1][C:2]([CH3:3])([CH2:4][CH2:5][c:6]1[c:7]([OH:12])[cH:8][cH:9][cH:10][cH:11]1)[CH3:14].